This data is from the Open Reaction Database (ORD), a public repository of structured organic reaction records. The task is: describe an organic reaction: reactants, conditions, products, and yield Yields the product N1C(=CC2=CC=CC=C12)C1=NNC2=CC=C(C=C12)NS(=O)(=O)C1=C(C=CC=C1)S(=O)(=O)C (N-[3-(1H-indol-2-yl)-1H-indazol-5-yl]-2-methylsulfonylbenzenesulfonamide). Run in CN(C=O)C (dimethylformamide). Starting materials: IC1=NN(C2=CC=C(C=C12)NS(=O)(=O)C1=C(C=CC=C1)S(=O)(=O)C)C(=O)OC(C)(C)C (tert-butyl 3-iodo-5-(2-methylsulfonylbenzenesulfonylamino)indazole-1-carboxylate), tetrakis(triphenylphosphine)palladium[0], C(C)(C)(C)OC(=O)N1C(=CC2=CC=CC=C12)B(O)O (1-(tert-butyloxycarbonyl)indole-2-boronic acid), C(O)([O-])=O.[Na+] (sodium hydrogencarbonate). Isolated yield 40.8%. Reaction SMILES: I[C:2]1[C:10]2[C:5](=[CH:6][CH:7]=[C:8]([NH:11][S:12]([C:15]3[CH:20]=[CH:19][CH:18]=[CH:17][C:16]=3[S:21]([CH3:24])(=[O:23])=[O:22])(=[O:14])=[O:13])[CH:9]=2)[N:4](C(OC(C)(C)C)=O)[N:3]=1.C(OC([N:39]1[C:47]2[C:42](=[CH:43][CH:44]=[CH:45][CH:46]=2)[CH:41]=[C:40]1B(O)O)=O)(C)(C)C.C(=O)([O-])O.[Na+]>CN(C)C=O>[NH:39]1[C:47]2[C:42](=[CH:43][CH:44]=[CH:45][CH:46]=2)[CH:41]=[C:40]1[C:2]1[C:10]2[C:5](=[CH:6][CH:7]=[C:8]([NH:11][S:12]([C:15]3[CH:20]=[CH:19][CH:18]=[CH:17][C:16]=3[S:21]([CH3:24])(=[O:23])=[O:22])(=[O:13])=[O:14])[CH:9]=2)[NH:4][N:3]=1 |f:2.3|. Procedure: N-[3-(1H-Indol-2-yl)-1H-indazol-5-yl]-2-methylsulfonylbenzenesulfonamide can be obtained as described in Example 59 from 1 g of tert-butyl 3-iodo-5-(2-methylsulfonylbenzenesulfonylamino)indazole-1-carboxylate, 900 mg 1-(tert-butyloxycarbonyl)indole-2-boronic acid, 40 ml of dimethylformamide, 3.2 ml of saturated aqueous sodium hydrogencarbonate solution and 50 mg of tetrakis(triphenylphosphine)palladium[0]. 330 mg of N-[3-(1H-indol-2-yl)-1H-indazol-5-yl]-2-methylsulfonylbenzenesulfonamide are thu... Starting materials: ClC1=CC=C(C=C1)C (4-chlorotoluene), C(CCC)NCCCC (dibutylamine), C(C)(C)(C)P(C(C)(C)C)C(C)(C)C (tri-t-butylphosphine). The reagents and catalysts are C=1C=CC(=CC1)/C=C/C(=O)/C=C/C2=CC=CC=C2.C=1C=CC(=CC1)/C=C/C(=O)/C=C/C2=CC=CC=C2.[Pd] (Pd(dba)2). Solvent: C1(=CC=CC=C1)C (toluene). Reaction conditions: time 4 hour. The product is C(CCC)N(C1=CC=C(C=C1)C)CCCC (N,N-dibutyl-p-toluidine). The yield is 89.3%. Reaction SMILES: Cl[C:2]1[CH:7]=[CH:6][C:5]([CH3:8])=[CH:4][CH:3]=1.[CH2:9]([NH:13][CH2:14][CH2:15][CH2:16][CH3:17])[CH2:10][CH2:11][CH3:12].C(P(C(C)(C)C)C(C)(C)C)(C)(C)C>C1(C)C=CC=CC=1.C1C=CC(/C=C/C(/C=C/C2C=CC=CC=2)=O)=CC=1.C1C=CC(/C=C/C(/C=C/C2C=CC=CC=2)=O)=CC=1.[Pd]>[CH2:9]([N:13]([CH2:14][CH2:15][CH2:16][CH3:17])[C:2]1[CH:7]=[CH:6][C:5]([CH3:8])=[CH:4][CH:3]=1)[CH2:10][CH2:11][CH3:12] |f:4.5.6|. Reported procedure: The above general procedure was followed using 4-chlorotoluene (126 mg, 1.00 mmol) and dibutylamine (129 mg, 1.00 mmol) with 1 mol % Pd(dba)2 and 0.8 mol % tri-t-butylphosphine in 1.0 mL of toluene. After 4 hours at 70° C., the reaction mixture was adsorbed onto silica gel and chromatographed with 2% ethyl acetate/hexanes to give 196 mg (90%) of N,N-dibutyl-p-toluidine. Starting materials: FC=1C=C2CCC(C2=CC1)C(=O)O (5-fluoro-indan-1-carboxylic acid), FC=1C=C2CCC(C2=CC1)C(=O)O (5-fluoro-indan-1-carboxylic acid), FC=1C=C2CCC(C2=CC1)C(=O)O (5-fluoro-indan-1-carboxylic acid), COC=1C=C2C(=CC1OC)N3[C@@H]4[C@]25CCN6[C@H]5C[C@@H]7[C@H]4[C@H](CC3=O)OCC=C7C6 (brucine), Cl (HCl). The solvent is CC(=O)C (acetone). Product: FC=1C=C2CC[C@H](C2=CC1)C(=O)O ((R)-5-fluoro-indan-1-carboxylic acid). Isolated yield 10.5%. As a reaction SMILES: [F:1][C:2]1[CH:3]=[C:4]2[C:8](=[CH:9][CH:10]=1)[CH:7]([C:11]([OH:13])=[O:12])[CH2:6][CH2:5]2.COC1C=C2[C@@]34[C@@H]5C[C@H]6C(CN5CC3)=CCO[C@H]3CC(=O)N([C@H]4[C@@H]63)C2=CC=1OC.Cl>CC(C)=O>[F:1][C:2]1[CH:3]=[C:4]2[C:8](=[CH:9][CH:10]=1)[C@H:7]([C:11]([OH:13])=[O:12])[CH2:6][CH2:5]2. Procedure: The combined mother liquors from the resolution of Intermediate T3 were concentrated under reduced pressure until no acetone remained and acidified to pH 3 with 0° C. 5N HCl. This solution was extracted 3 times with Et2O (200 ml portions) and the combined Et2O portions were washed successively with 1N HCl, H2O and brine, dried (MgSO4), filtered and concentrated under reduced pressure to give a yellow solid (71 g). This residue was recrystallized from hexane to give pure 5-fluoro-indan-1-carboxyl...